Dataset: the Open Reaction Database (ORD), a public repository of structured organic reaction records. Task: describe an organic reaction: reactants, conditions, products, and yield Starting materials: Intermediate 47, FC(C1=CC=C(C=C1)C1=CC=CC(=N1)C=O)(F)F (6-[4-(trifluoromethyl)phenyl]-2-pyridinecarbaldehyde), solution. The solvent is CCOCC (Et2O), C(C(C)C)[Mg]Br (isobutylmagnesium bromide), CCOCC (Et2O). Yields the product CC(CC(O)C1=NC(=CC=C1)C1=CC=C(C=C1)C(F)(F)F)C (3-Methyl-1-{6-[4-(trifluoromethyl)phenyl]-2-pyridinyl}-1-butanol). RXN SMILES: [F:1][C:2]([F:18])([F:17])[C:3]1[CH:8]=[CH:7][C:6]([C:9]2[N:14]=[C:13]([CH:15]=[O:16])[CH:12]=[CH:11][CH:10]=2)=[CH:5][CH:4]=1>CCOCC.C([Mg]Br)C(C)C>[CH3:2][CH:3]([CH3:8])[CH2:4][CH:15]([C:13]1[CH:12]=[CH:11][CH:10]=[C:9]([C:6]2[CH:5]=[CH:4][C:3]([C:2]([F:17])([F:1])[F:18])=[CH:8][CH:7]=2)[N:14]=1)[OH:16]. Reported procedure: Prepared from 6-[4-(trifluoromethyl)phenyl]-2-pyridinecarbaldehyde (500 mg, 1.99 mmol) in Et2O (20 mL) and isobutylmagnesium bromide (1.1 mL of a 2M solution in Et2O, 2.2 mmol) according to the procedure used for the preparation of Intermediate 47 to give, after purification by SPE (silica, 10 g cartridge) eluting with cyclohexane:EtOAc (gradient 99:1 to 4:1) the title compound as a white crystalline solid (215 mg).